From a dataset of the Open Reaction Database (ORD), a public repository of structured organic reaction records. describe an organic reaction: reactants, conditions, products, and yield Starting materials: O=c1[nH]ccc(C(F)(F)F)c1Oc1cc(Cl)cc(Br)c1, O=C([O-])[O-], CN(C)C=O, CCOC(C)=O, [K+], [K+], NS(=O)(=O)c1ccc(NC(=O)CBr)c(Cl)c1. Yields the product NS(=O)(=O)c1ccc(NC(=O)Cn2ccc(C(F)(F)F)c(Oc3cc(Cl)cc(Br)c3)c2=O)c(Cl)c1. Reaction SMILES: [Br:1][c:2]1[cH:3][c:4]([O:5][c:6]2[c:7](=[O:16])[nH:8][cH:9][cH:10][c:11]2[C:12]([F:13])([F:14])[F:15])[cH:17][c:18]([Cl:20])[cH:19]1.[C:21](=[O:22])([O-:23])[O-:24].[CH3:43][N:44]([CH3:45])[CH:46]=[O:47].[CH3:48][CH2:49][O:50][C:51](=[O:52])[CH3:53].[K+:25].[K+:26].[NH2:27][S:28](=[O:29])(=[O:30])[c:31]1[cH:32][c:33]([Cl:42])[c:34]([NH:37][C:38]([CH2:39][Br:40])=[O:41])[cH:35][cH:36]1>>[Br:1][c:2]1[cH:3][c:4]([O:5][c:6]2[c:7](=[O:16])[n:8]([CH2:39][C:38]([NH:37][c:34]3[c:33]([Cl:42])[cH:32][c:31]([S:28]([NH2:27])(=[O:29])=[O:30])[cH:36][cH:35]3)=[O:41])[cH:9][cH:10][c:11]2[C:12]([F:13])([F:14])[F:15])[cH:17][c:18]([Cl:20])[cH:19]1.